Dataset: the Open Reaction Database (ORD), a public repository of structured organic reaction records. Task: describe an organic reaction: reactants, conditions, products, and yield Reactants: C1(CC1)OC=1C=C(C=CC1OC(F)F)C1=C(C2=C(C=NN(C2=O)COCC[Si](C)(C)C)N1COCC[Si](C)(C)C)C=CCCC (2-(3-cyclopropoxy-4-difluoromethoxyphenyl)-3-(1-pentenyl)-1,5-bis(2-trimethylsilylethoxymethyl)-1,5-dihydropyrrolo[2,3-d]pyridazin-4-one), [H][H] (hydrogen). Reagents/catalysts: [Pt]=O (platinum oxide). Solvent: C(C)O (ethanol). The product is C1(CC1)OC=1C=C(C=CC1OC(F)F)C1=C(C2=C(C=NN(C2=O)COCC[Si](C)(C)C)N1COCC[Si](C)(C)C)CCCCC (2-(3-Cyclopropoxy-4-difluoromethoxyphenyl)-3-pentyl-1,5-bis(2-trimethylsilylethoxymethyl)-1,5-dihydropyrrolo-[2,3-d]pyridazin-4-one). Isolated yield 62.1%. Reaction SMILES: [CH:1]1([O:4][C:5]2[CH:6]=[C:7]([C:15]3[N:32]([CH2:33][O:34][CH2:35][CH2:36][Si:37]([CH3:40])([CH3:39])[CH3:38])[C:18]4[CH:19]=[N:20][N:21]([CH2:24][O:25][CH2:26][CH2:27][Si:28]([CH3:31])([CH3:30])[CH3:29])[C:22](=[O:23])[C:17]=4[C:16]=3[CH:41]=[CH:42][CH2:43][CH2:44][CH3:45])[CH:8]=[CH:9][C:10]=2[O:11][CH:12]([F:14])[F:13])[CH2:3][CH2:2]1.[H][H]>[Pt]=O.C(O)C>[CH:1]1([O:4][C:5]2[CH:6]=[C:7]([C:15]3[N:32]([CH2:33][O:34][CH2:35][CH2:36][Si:37]([CH3:40])([CH3:39])[CH3:38])[C:18]4[CH:19]=[N:20][N:21]([CH2:24][O:25][CH2:26][CH2:27][Si:28]([CH3:30])([CH3:31])[CH3:29])[C:22](=[O:23])[C:17]=4[C:16]=3[CH2:41][CH2:42][CH2:43][CH2:44][CH3:45])[CH:8]=[CH:9][C:10]=2[O:11][CH:12]([F:13])[F:14])[CH2:3][CH2:2]1. Procedure details: To 26 ml of ethanol solution containing 1.08 g (1.60 mmol) of 2-(3-cyclopropoxy-4-difluoromethoxyphenyl)-3-(1-pentenyl)-1,5-bis(2-trimethylsilylethoxymethyl)-1,5-dihydropyrrolo[2,3-d]pyridazin-4-one obtained in the same manner as in Example 68-(a) was added 43.8 mg of platinum oxide, and the mixture was stirred under 1 atm hydrogen atmosphere at room temperature for 3 hours. After completion of the reaction, the insoluble material was filtered off from the reaction mixture, and the filtrate was ... The reactants are C(#N)C1=C(C=C(C(=C1)OC)OCC1=CC(=CC=C1)S(=O)(=NC(=O)OCC)C)N=CN(C)C (N′-(2-cyano-5-{3-[(RS)-N-(ethoxycarbonyl)-S-methylsulphonimidoyl]benzyloxy}-4-methoxyphenyl)-N,N-dimethylformimidamide), NC=1C=C(C#N)C=CC1 (3-aminobenzonitrile). Solvent: ClCCl.CO (dichloromethane methanol). The product is C(#N)C=1C=C(C=CC1)NC1=NC=NC2=CC(=C(C=C12)OC)OCC=1C=C(C=CC1)S(=O)(=NC(=O)OCC)C ((RS)-S-{3-[({4-[(3-Cyanophenyl)amino]-6-methoxyquinazolin-7-yl}oxy)methyl]-phenyl}-N-(ethoxycarbonyl)-S-methylsulphoximide). The yield is 71.0%. As a reaction SMILES: [C:1]([C:3]1[CH:8]=[C:7]([O:9][CH3:10])[C:6]([O:11][CH2:12][C:13]2[CH:18]=[CH:17][CH:16]=[C:15]([S:19]([CH3:27])(=[N:21][C:22]([O:24][CH2:25][CH3:26])=[O:23])=[O:20])[CH:14]=2)=[CH:5][C:4]=1[N:28]=[CH:29][N:30](C)C)#[N:2].N[C:34]1[CH:35]=[C:36]([CH:39]=[CH:40][CH:41]=1)[C:37]#[N:38]>ClCCl.CO>[C:37]([C:36]1[CH:35]=[C:34]([NH:2][C:1]2[C:3]3[C:4](=[CH:5][C:6]([O:11][CH2:12][C:13]4[CH:14]=[C:15]([S:19]([CH3:27])(=[N:21][C:22]([O:24][CH2:25][CH3:26])=[O:23])=[O:20])[CH:16]=[CH:17][CH:18]=4)=[C:7]([O:9][CH3:10])[CH:8]=3)[N:28]=[CH:29][N:30]=2)[CH:41]=[CH:40][CH:39]=1)#[N:38] |f:2.3|. Reported procedure: According to GWP 5, the reaction of N′-(2-cyano-5-{3-[(RS)-N-(ethoxycarbonyl)-S-methylsulphonimidoyl]benzyloxy}-4-methoxyphenyl)-N,N-dimethylformimidamide (100 mg, 0.22 mmol) with 3-aminobenzonitrile (31 mg, 0.26 mmol) and chromatography (silica gel, dichloromethane/methanol: 4/1) gives the desired product in 71% yield (82 mg). Starting materials: OC(=O)C(F)(F)F.FC1=NC=CC=C1N1C(N(C(C1)C(=O)O)C)=O (1-(2-fluoro-3-pyridinyl)-3-methyl-2-oxo-4-imidazolidinecarboxylic acid TFA salt), C(C)N1CCOCC1 (N-ethylmorpholine), O.ON1N=NC2=C1C=CC=C2 (1-hydroxybenzotriazole hydrate), Cl.C(C)N=C=NCCCN(C)C (1-ethyl-3-(3-dimethylaminopropyl)carbodiimide hydrochloride), ClC1=C(C=CC(=C1)Cl)CN (1-(2,4-Dichlorophenyl)methanamine). Run in ClCCl (dichloromethane), ClCCl (dichloromethane). Conditions: time 10 minute. Product: ClC1=C(C=CC(=C1)Cl)CNC(=O)C1N(C(N(C1)C=1C(=NC=CC1)F)=O)C (N-[(2,4-dichlorophenyl)methyl]-1-(2-fluoro-3-pyridinyl)-3-methyl-2-oxo-4-imidazolidinecarboxamide). Yield: 41.4%. As a reaction SMILES: OC(C(F)(F)F)=O.[F:8][C:9]1[C:14]([N:15]2[CH2:19][CH:18]([C:20]([OH:22])=O)[N:17]([CH3:23])[C:16]2=[O:24])=[CH:13][CH:12]=[CH:11][N:10]=1.C(N1CCOCC1)C.O.ON1C2C=CC=CC=2N=N1.Cl.C(N=C=NCCCN(C)C)C.[Cl:56][C:57]1[CH:62]=[C:61]([Cl:63])[CH:60]=[CH:59][C:58]=1[CH2:64][NH2:65]>ClCCl>[Cl:56][C:57]1[CH:62]=[C:61]([Cl:63])[CH:60]=[CH:59][C:58]=1[CH2:64][NH:65][C:20]([CH:18]1[CH2:19][N:15]([C:14]2[C:9]([F:8])=[N:10][CH:11]=[CH:12][CH:13]=2)[C:16](=[O:24])[N:17]1[CH3:23])=[O:22] |f:0.1,3.4,5.6|. Procedure details: To a solution of 1-(2-fluoro-3-pyridinyl)-3-methyl-2-oxo-4-imidazolidinecarboxylic acid TFA salt (182 mg, 0.761 mmol) and N-ethylmorpholine (0.578 ml, 4.57 mmol) in dichloromethane (5 ml) was added 1-hydroxybenzotriazole hydrate (117 mg, 0.761 mmol) and 1-ethyl-3-(3-dimethylaminopropyl)carbodiimide hydrochloride (146 mg, 0.761 mmol) and the reaction mixture was stirred for 10 minutes at room temperature. 1-(2,4-Dichlorophenyl)methanamine (134 mg, 0.761 mmol) was added and the reaction was stirre... As a reaction SMILES: Cl.[F:2][C:3]([F:24])([F:23])[C:4]1[CH:22]=[CH:21][CH:20]=[CH:19][C:5]=1[CH:6]([O:14][CH:15]1[CH2:18][NH:17][CH2:16]1)[C:7]1[CH:12]=[CH:11][C:10]([F:13])=[CH:9][CH:8]=1.C(=O)([O-])[O-].[CH:29]([N:33]=[C:34]=[O:35])([CH2:31][CH3:32])[CH3:30]>C(Cl)Cl>[F:24][C:3]([F:2])([F:23])[C:4]1[CH:22]=[CH:21][CH:20]=[CH:19][C:5]=1[CH:6]([O:14][CH:15]1[CH2:18][N:17]([C:34]([NH:33][CH:29]([CH2:31][CH3:32])[CH3:30])=[O:35])[CH2:16]1)[C:7]1[CH:12]=[CH:11][C:10]([F:13])=[CH:9][CH:8]=1 |f:0.1|. Solvent: C(Cl)Cl (DCM), C(Cl)Cl (DCM). The yield is 75.7%. The reactants are Cl.FC(C1=C(C(C2=CC=C(C=C2)F)OC2CNC2)C=CC=C1)(F)F (3-[2-(trifluoromethyl)-4′-fluorobenzhydryloxy]azetidine hydrochloride), C([O-])([O-])=O (carbonate), C(C)(CC)N=C=O (sec-butyl isocyanate), resultant mixture. Procedure details: To a solution of 3-[2-(trifluoromethyl)-4′-fluorobenzhydryloxy]azetidine hydrochloride (162) (150 mg, 0.42 mmol) in anhydrous DCM (4 mL) was added MP-carbonate (2.62 mmol/g; 475 mg, 1.26 mmol), molecular sieves and sec-butyl isocyanate (49 μL, 0.42 mmol). The resultant mixture was shaken at ambient temperature for 16 b, after which time it was poured onto a DCM-wetted SCX-2 (1 g) cartridge. The sample was eluted with DCM (24 mL), then evaporated to afford the desired product as a colourless gum ... Product: FC(C1=C(C(C2=CC=C(C=C2)F)OC2CN(C2)C(=O)NC(C)CC)C=CC=C1)(F)F (3-[2-(trifluoromethyl)-4′-fluorobenzhydryloxy]-N-(sec-butyl)azetidine 1-carboxamide).